Dataset: the Open Reaction Database (ORD), a public repository of structured organic reaction records. Task: describe an organic reaction: reactants, conditions, products, and yield The reactants are CS(=O)c1nc(N)nc(-c2ccco2)c1Br, NCc1ccccc1, C1COCCO1. Yields the product Nc1nc(NCc2ccccc2)c(Br)c(-c2ccco2)n1. RXN SMILES: [Br:1][c:2]1[c:3](-[c:12]2[o:13][cH:14][cH:15][cH:16]2)[n:4][c:5]([NH2:11])[n:6][c:7]1[S:8]([CH3:9])=[O:10].[NH2:17][CH2:18][c:19]1[cH:20][cH:21][cH:22][cH:23][cH:24]1.[O:25]1[CH2:26][CH2:27][O:28][CH2:29][CH2:30]1>>[Br:1][c:2]1[c:3](-[c:12]2[o:13][cH:14][cH:15][cH:16]2)[n:4][c:5]([NH2:11])[n:6][c:7]1[NH:17][CH2:18][c:19]1[cH:20][cH:21][cH:22][cH:23][cH:24]1. The reactants are CCOCC, C[Mg+], COC(=O)C=Cc1ccc(Cc2cccnc2)cc1, [Cl-], [I-], [NH4+], C1CCOC1. The product is CC(O)c1ccc(Cc2cccnc2)cc1. As a reaction SMILES: [CH3:25][CH2:26][O:27][CH2:28][CH3:29].[CH3:2][Mg+:3].[CH3:4][O:5][C:6]([CH:7]=[CH:8][c:9]1[cH:10][cH:11][c:12]([CH2:15][c:16]2[cH:17][n:18][cH:19][cH:20][cH:21]2)[cH:13][cH:14]1)=[O:22].[Cl-:23].[I-:1].[NH4+:24].[O:30]1[CH2:31][CH2:32][CH2:33][CH2:34]1>>[CH3:7][CH:8]([c:9]1[cH:10][cH:11][c:12]([CH2:15][c:16]2[cH:17][n:18][cH:19][cH:20][cH:21]2)[cH:13][cH:14]1)[OH:27]. Starting materials: FC1=CC=C(C=C1)/C=C/C1=NNC2=CC=C(C(=C12)OC)C(=O)O (3-[(E)-2-(4-fluorophenyl)-vinyl]-4-methoxy-1H-indazole-5-carboxylic acid), NCC(CN1CCOCC1)O (1-amino-3-(morpholine-4-yl)propane-2-ol). The product is OC(CNC(=O)C=1C(=C2C(=NNC2=CC1)\C=C\C1=CC=C(C=C1)F)OC)CN1CCOCC1 (3-[(E)-2-(4-Fluorophenyl)-vinyl]-4-methoxy-1H-indazole-5-carboxylic acid[2-hydroxy-3-(morpholin-4-yl)propyl]amide). The yield is 45.4%. RXN SMILES: [F:1][C:2]1[CH:7]=[CH:6][C:5](/[CH:8]=[CH:9]/[C:10]2[C:18]3[C:13](=[CH:14][CH:15]=[C:16]([C:21](O)=[O:22])[C:17]=3[O:19][CH3:20])[NH:12][N:11]=2)=[CH:4][CH:3]=1.[NH2:24][CH2:25][CH:26]([OH:34])[CH2:27][N:28]1[CH2:33][CH2:32][O:31][CH2:30][CH2:29]1>>[OH:34][CH:26]([CH2:27][N:28]1[CH2:33][CH2:32][O:31][CH2:30][CH2:29]1)[CH2:25][NH:24][C:21]([C:16]1[C:17]([O:19][CH3:20])=[C:18]2[C:13](=[CH:14][CH:15]=1)[NH:12][N:11]=[C:10]2/[CH:9]=[CH:8]/[C:5]1[CH:4]=[CH:3][C:2]([F:1])=[CH:7][CH:6]=1)=[O:22]. Procedure: 100 mg of 3-[(E)-2-(4-fluorophenyl)-vinyl]-4-methoxy-1H-indazole-5-carboxylic acid obtained by Example 234 and 130 mg of 1-amino-3-(morpholine-4-yl)propane-2-ol were condensed in the similar method as described in Example 44, to afford 66 mg of the title compound as colorless needle crystals. The reactants are C(#N)C1(CCC(CC1)=O)C1=CC(=C(C=C1)OC(F)F)OC(F)F (4-cyano-4-(3,4-bisdifluoromethoxyphenyl)cyclohexan-1-one), C(OC)(OC)OC (trimethyl orthoformate), C1(=CC=C(C=C1)S(=O)(=O)O)C (p-toluenesulfonic acid). Solvent: CO (methanol). The product is COC1(CCC(CC1)(C#N)C1=CC(=C(C=C1)OC(F)F)OC(F)F)OC (4-(3,4-Bisdifluoromethoxyphenyl)-4-cyanocyclohexan-1-one dimethyl ketal). Isolated yield 98.2%. Reaction SMILES: [C:1]([C:3]1([C:10]2[CH:15]=[CH:14][C:13]([O:16][CH:17]([F:19])[F:18])=[C:12]([O:20][CH:21]([F:23])[F:22])[CH:11]=2)[CH2:8][CH2:7]C(=O)[CH2:5][CH2:4]1)#[N:2].[CH:24]([O:29][CH3:30])([O:27][CH3:28])OC.C1(C)C=CC(S(O)(=O)=O)=CC=1>CO>[CH3:30][O:29][C:24]1([O:27][CH3:28])[CH2:5][CH2:4][C:3]([C:10]2[CH:15]=[CH:14][C:13]([O:16][CH:17]([F:18])[F:19])=[C:12]([O:20][CH:21]([F:22])[F:23])[CH:11]=2)([C:1]#[N:2])[CH2:8][CH2:7]1. Procedure: A mixture of 4-cyano-4-(3,4-bisdifluoromethoxyphenyl)cyclohexan-1-one (1.34 g, 4.05 mmol), trimethyl orthoformate (0.53 mL, 4.85 mmol) and a catalytic amount of p-toluenesulfonic acid in methanol (40 mL) was heated gently under an argon atmosphere for 2 h. The mixture was cooled and then concentrated. The residue was partitioned between 5% aqueous sodium carbonate and ethyl acetate, was extracted twice with ethyl acetate, the organic extract was dried (potassium carbonate) and the solvent was re...